From a dataset of the Open Reaction Database (ORD), a public repository of structured organic reaction records. describe an organic reaction: reactants, conditions, products, and yield Starting materials: ONC1=CC=CC=2C(C3=CC=CC=C3C(C12)=O)=O (1-hydroxylaminoanthraquinone), CO (methyl alcohol), COCCOCCO (diethyleneglycol monomethyl ether), S(O)(O)(=O)=O (sulfuric acid). Reagents/catalysts: [Zn] (zinc). The solvent is O (water). Reaction conditions: temperature 80 celsius. The product is 43.5, NC1=CC=CC=2C(C3=CC=CC=C3C(C12)=O)=O (1-aminoanthraquinone). Reaction SMILES: O[NH:2][C:3]1[C:16]2[C:15](=[O:17])[C:14]3[C:9](=[CH:10][CH:11]=[CH:12][CH:13]=3)[C:8](=[O:18])[C:7]=2[CH:6]=[CH:5][CH:4]=1.CO.COCCOCCO.S(=O)(=O)(O)O>[Zn].O>[NH2:2][C:3]1[C:16]2[C:15](=[O:17])[C:14]3[C:9](=[CH:10][CH:11]=[CH:12][CH:13]=3)[C:8](=[O:18])[C:7]=2[CH:6]=[CH:5][CH:4]=1. Procedure details: 50 Parts of 1-hydroxylaminoanthraquinone was stirred into a mixture of 700 parts of diethyleneglycol monomethyl ether, 100 parts of water and 30 parts of conc. sulfuric acid, then added thereto little by little 16 parts of zinc dust over 1 hour after heating to 80°C. The reaction mixture was maintained at 80°C for additional 2 hours and then filtered. The filtrate was washed with water and dried to obtain 43.5 parts of 1-aminoanthraquinone of a purity of 94 %. The reactants are ( 100 ), ( 15 ), FC1=C(/C=C/C2=CC=C(N(C)C)C=C2)C(=CC=C1)F ((E)-4-(2,6-Difluorostyryl)-N,N-dimethylaniline), N#CBr (cyanogen bromide), ( 30 ). Run in CC(=O)C (acetone). The product is FC1=C(/C=C/C2=CC=C(NC)C=C2)C(=CC=C1)F ((E)-4-(2,6-Difluorostyryl)-N-methylaniline). Reaction SMILES: [F:1][C:2]1[CH:18]=[CH:17][CH:16]=[C:15]([F:19])[C:3]=1/[CH:4]=[CH:5]/[C:6]1[CH:14]=[CH:13][C:9]([N:10](C)[CH3:11])=[CH:8][CH:7]=1.N#CBr>CC(C)=O>[F:1][C:2]1[CH:18]=[CH:17][CH:16]=[C:15]([F:19])[C:3]=1/[CH:4]=[CH:5]/[C:6]1[CH:14]=[CH:13][C:9]([NH:10][CH3:11])=[CH:8][CH:7]=1. Procedure details: A solution of 1 g (3.86 mmol) of 4r and 820 mg (7.72 mmol, 2 equiv) of cyanogen bromide in 15 mL of acetone was refluxed for 16 h. The mixture was cooled and concentrated under a stream of argon. The residue was triturated with ether, and the combined ethereal extracts were combined and concentrated. The product was refluxed with 25 mL of concentrated HCl for 3 h. The mixture was neutralized with 2M NaOH solution, extracted with ether, dried over anhydrous MgSO4, and concentrated. The product wa... Reactants: CCOC(=O)C(=O)OCC, CC[O-], COc1cc(C=CC(C)=O)ccc1O, CCO, Cl, [Na+], [Na]. Yields the product CCOC(=O)C(=O)CC(=O)C=Cc1ccc(O)c(OC)c1. RXN SMILES: [C:20]([C:21](=[O:22])[O:23][CH2:24][CH3:25])(=[O:26])[O:27][CH2:28][CH3:29].[CH3:17][CH2:18][O-:19].[CH3:2][O:3][c:4]1[cH:5][c:6]([CH:11]=[CH:12][C:13]([CH3:14])=[O:15])[cH:7][cH:8][c:9]1[OH:10].[CH3:31][CH2:32][OH:33].[ClH:30].[Na+:16].[Na:1]>>[CH3:2][O:3][c:4]1[cH:5][c:6]([CH:11]=[CH:12][C:13]([CH2:14][C:20]([C:21](=[O:22])[O:23][CH2:24][CH3:25])=[O:26])=[O:15])[cH:7][cH:8][c:9]1[OH:10]. Starting materials: ClC1=C(C=CC(=C1)Cl)C(C1=NC2=C(N1CCCO)C(=CC=C2)N(CC)CC)O (3-{2-[(2,4-dichlorophenyl)(hydroxy)methyl]-7-(diethylamino)-1H-benzimidazol-1-yl}propan-1-ol), CS(=O)(=O)Cl (methanesulfonyl chloride), C([O-])([O-])=O.[K+].[K+] (potassium carbonate). The solvent is C(C)(=O)OCC (ethyl acetate), N1=CC=CC=C1 (pyridine), C(C)(=O)OCC (ethyl acetate). Reaction conditions: temperature 80 celsius, time 1 hour. Yields the product ClC1=C(C=CC(=C1)Cl)C1OCCCN2C1=NC=1C2=C(C=CC1)N(CC)CC (1-(2,4-Dichlorophenyl)-N,N-diethyl-4,5-dihydro-1H,3H-[1,4]oxazepino[4,3-a]benzimidazol-7-amine). Isolated yield 26.0%. Reaction SMILES: [Cl:1][C:2]1[CH:7]=[C:6]([Cl:8])[CH:5]=[CH:4][C:3]=1[CH:9]([OH:28])[C:10]1[N:14]([CH2:15][CH2:16][CH2:17]O)[C:13]2[C:19]([N:23]([CH2:26][CH3:27])[CH2:24][CH3:25])=[CH:20][CH:21]=[CH:22][C:12]=2[N:11]=1.CS(Cl)(=O)=O.C(=O)([O-])[O-].[K+].[K+]>N1C=CC=CC=1.C(OCC)(=O)C>[Cl:1][C:2]1[CH:7]=[C:6]([Cl:8])[CH:5]=[CH:4][C:3]=1[CH:9]1[C:10]2=[N:11][C:12]3[C:13](=[C:19]([N:23]([CH2:26][CH3:27])[CH2:24][CH3:25])[CH:20]=[CH:21][CH:22]=3)[N:14]2[CH2:15][CH2:16][CH2:17][O:28]1 |f:2.3.4|. Procedure: To a stirred solution of 3-{2-[(2,4-dichlorophenyl)(hydroxy)methyl]-7-(diethylamino)-1H-benzimidazol-1-yl}propan-1-ol (Reference example 207, 1.37 g, 3.24 mmol) in pyridine (16 mL) was added methanesulfonyl chloride (502 μL, 6.49 mol) at 0° C. After 1 h, the reaction mixture was diluted with ethyl acetate, washed with brine, dried over sodium sulfate, filtered, and concentrated in vacuo. The residue was dissolved in dimethylformamide (32 mL) and potassium carbonate (897 mg, 6.49 mmol) was added....